This data is from the Open Reaction Database (ORD), a public repository of structured organic reaction records. The task is: describe an organic reaction: reactants, conditions, products, and yield Starting materials: ClCCl, CNC, O=S(=O)(Cl)c1ccc(F)cc1. The product is CN(C)S(=O)(=O)c1ccc(F)cc1. RXN SMILES: [CH2:15]([Cl:16])[Cl:17].[CH3:12][NH:13][CH3:14].[F:1][c:2]1[cH:3][cH:4][c:5]([S:8](=[O:9])(=[O:10])[Cl:11])[cH:6][cH:7]1>>[F:1][c:2]1[cH:3][cH:4][c:5]([S:8](=[O:9])(=[O:10])[N:13]([CH3:12])[CH3:14])[cH:6][cH:7]1. Starting materials: C(C)#N (acetonitrile), C(C1=CC=CC=C1)OC1=C(C=C2CC(C2=C1)(C#N)SC1=CC=CC=C1)OC (4-benzyloxy-3-methoxy-7-phenylsulfanylbicyclo[4.2.0]octa-1,3,5-triene-7-carbonitrile), C(C)[Mg]Br (ethylmagnesium bromide), solution, C(C)(C)NC(C)C (diisopropylamine). The solvent is O1CCCC1 (tetrahydrofuran), C(C)OCC (diethyl ether), O1CCCC1 (tetrahydrofuran). Run at temperature 0 celsius, time 1 hour. The product is NC(=CC#N)C1(C2=CC(=C(C=C2C1)OC)OCC1=CC=CC=C1)SC1=CC=CC=C1 (3-amino-3-(4-benzyloxy-3-methoxy-7-phenylsulfanylbicyclo[4.2.0]octa-1,3,5-trien-7-yl)acrylonitrile). The yield is 57.8%. As a reaction SMILES: C([Mg]Br)C.[CH:5]([NH:8]C(C)C)(C)[CH3:6].C(#N)C.[CH2:15]([O:22][C:23]1[CH:30]=[C:29]2[C:26]([CH2:27][C:28]2([S:33][C:34]2[CH:39]=[CH:38][CH:37]=[CH:36][CH:35]=2)[C:31]#[N:32])=[CH:25][C:24]=1[O:40][CH3:41])[C:16]1[CH:21]=[CH:20][CH:19]=[CH:18][CH:17]=1>C(OCC)C.O1CCCC1>[NH2:32][C:31]([C:28]1([S:33][C:34]2[CH:39]=[CH:38][CH:37]=[CH:36][CH:35]=2)[CH2:27][C:26]2[C:29]1=[CH:30][C:23]([O:22][CH2:15][C:16]1[CH:17]=[CH:18][CH:19]=[CH:20][CH:21]=1)=[C:24]([O:40][CH3:41])[CH:25]=2)=[CH:6][C:5]#[N:8]. Procedure details: To a stirred solution of ethylmagnesium bromide (3.0 mL of a 3M solution in diethyl ether, 9.0 mmol) in anhydrous tetrahydrofuran (10 mL) at 0° C. under nitrogen is added diisopropylamine (2.5 mL, 17.8 mmol). The mixture is stirred at 0° C. for 1 hour and acetonitrile (0.25 mL, 4.8 mmol) and a solution of 4-benzyloxy-3-methoxy-7-phenylsulfanylbicyclo[4.2.0]octa-1,3,5-triene-7-carbonitrile (0.83 g, 2.2 mmol) in anhydrous tetrahydrofuran (3 mL) are added successively, and the resulting mixture is ... The reactants are [H-].[Na+] (sodium hydride), CC1NC(NN=C1C1=CC=C(C=C1)O)=O (4,5-dihydro-5-methyl-6-(p-hydroxyphenyl)-1,2,4-triazin-3(2H)-one), ClCC(=O)OCC (ethyl chloroacetate). Run in CN(C=O)C (dimethylformamide). The product is CC1NC(NN=C1C1=CC=C(OCC(=O)OCC)C=C1)=O (Ethyl α-[4-(2,3,4,5-tetrahydro-5-methyl-3-oxo-1,2,4-triazin-6-yl)phenoxy]acetate). Yield: 55.1%. As a reaction SMILES: [H-].[Na+].[CH3:3][CH:4]1[C:9]([C:10]2[CH:15]=[CH:14][C:13]([OH:16])=[CH:12][CH:11]=2)=[N:8][NH:7][C:6](=[O:17])[NH:5]1.Cl[CH2:19][C:20]([O:22][CH2:23][CH3:24])=[O:21]>CN(C)C=O>[CH3:3][CH:4]1[C:9]([C:10]2[CH:11]=[CH:12][C:13]([O:16][CH2:19][C:20]([O:22][CH2:23][CH3:24])=[O:21])=[CH:14][CH:15]=2)=[N:8][NH:7][C:6](=[O:17])[NH:5]1 |f:0.1|. Procedure details: 0.12 g of sodium hydride (as a 55% w/w dispersion in mineral oil) was added to a solution of 0.55 g of 4,5-dihydro-5-methyl-6-(p-hydroxyphenyl)-1,2,4-triazin-3(2H)-one [prepared as described in step (a) above] dissolved in 6 ml of dimethylformamide, whilst ice-cooling and stirring, and the mixture was stirred at room temperature for 30 minutes. At the end of this time, 0.33 g of ethyl chloroacetate was added. The mixture was then heated at 105° to 110° C. for 3 hours, whilst stirring. The dimeth... Reactants: CS(=O)(=O)OC1CCC(CC1)(C1=NC=CC=C1)O (4-hydroxy-4-pyridin-2-ylcyclohexyl methanesulfonate), N1C[C@@H](CC1)NC(OC(C)(C)C)=O (tert-butyl (3R)-pyrrolidine-3-ylcarbamate). Reaction conditions: time 15 minute. Yields the product OC1(CCC(CC1)N1C[C@@H](CC1)NC(OC(C)(C)C)=O)C1=NC=CC=C1 (tert-butyl [(3R)-1-(4-hydroxy-4-pyridin-2-ylcyclohexyl)pyrrolidin-3-yl]carbamate). As a reaction SMILES: CS(O[CH:6]1[CH2:11][CH2:10][C:9]([OH:18])([C:12]2[CH:17]=[CH:16][CH:15]=[CH:14][N:13]=2)[CH2:8][CH2:7]1)(=O)=O.[NH:19]1[CH2:23][CH2:22][C@@H:21]([NH:24][C:25](=[O:31])[O:26][C:27]([CH3:30])([CH3:29])[CH3:28])[CH2:20]1>>[OH:18][C:9]1([C:12]2[CH:17]=[CH:16][CH:15]=[CH:14][N:13]=2)[CH2:10][CH2:11][CH:6]([N:19]2[CH2:23][CH2:22][C@@H:21]([NH:24][C:25](=[O:31])[O:26][C:27]([CH3:29])([CH3:28])[CH3:30])[CH2:20]2)[CH2:7][CH2:8]1. Procedure details: The 4-hydroxy-4-pyridin-2-ylcyclohexyl methanesulfonate (0.245 g, 0.9 mmol) and tert-butyl (3R)-pyrrolidine-3-ylcarbamate (1.6 g, 8.59 mmol) were weighed into a microwave oven tube. The neat reaction mixture was placed into the microwave oven for 15 minutes at 71° C. The mixture was chromatographed on silica gel, eluting with 1% NH4OH in ethyl acetate/methanol (100/0 to 10/90), providing tert-butyl [(3R)-1-(4-hydroxy-4-pyridin-2-ylcyclohexyl)pyrrolidin-3-yl]carbamate. LC/MS: 362.2 (M+H, 100%). 1...